Dataset: the Open Reaction Database (ORD), a public repository of structured organic reaction records. Task: describe an organic reaction: reactants, conditions, products, and yield Reactants: BrC1=CC=C(C=C1)[C@H](C)N1C(O[C@](CC1)(C1=CC=CC=C1)CCC(=O)N)=O (3-((R)-3-((S)-1-(4-bromophenyl)ethyl)-2-oxo-6-phenyl-1,3-oxazinan-6-yl)propanamide), COC1=CC=C(C=N1)B(O)O (6-methoxypyridine-3-boronic acid). Yields the product COC1=CC=C(C=N1)C1=CC=C(C=C1)[C@H](C)N1C(O[C@](CC1)(C1=CC=CC=C1)CCC(=O)N)=O (3-((R)-3-((S)-1-(4-(6-methoxypyridin-3-yl)phenyl)ethyl)-2-oxo-6-phenyl-1,3-oxazinan-6-yl)propanamide). Reaction SMILES: Br[C:2]1[CH:7]=[CH:6][C:5]([C@@H:8]([N:10]2[CH2:15][CH2:14][C@:13]([CH2:22][CH2:23][C:24]([NH2:26])=[O:25])([C:16]3[CH:21]=[CH:20][CH:19]=[CH:18][CH:17]=3)[O:12][C:11]2=[O:27])[CH3:9])=[CH:4][CH:3]=1.[CH3:28][O:29][C:30]1[N:35]=[CH:34][C:33](B(O)O)=[CH:32][CH:31]=1>>[CH3:28][O:29][C:30]1[N:35]=[CH:34][C:33]([C:2]2[CH:3]=[CH:4][C:5]([C@@H:8]([N:10]3[CH2:15][CH2:14][C@:13]([CH2:22][CH2:23][C:24]([NH2:26])=[O:25])([C:16]4[CH:21]=[CH:20][CH:19]=[CH:18][CH:17]=4)[O:12][C:11]3=[O:27])[CH3:9])=[CH:6][CH:7]=2)=[CH:32][CH:31]=1. Procedure details: The title compound was prepared from 3-((R)-3-((S)-1-(4-bromophenyl)ethyl)-2-oxo-6-phenyl-1,3-oxazinan-6-yl)propanamide and 6-methoxypyridine-3-boronic acid following a procedure analogous to that described in Example 14. LC-MS Method 3 tR=1.106 min, m/z=460.2; 1H NMR (CD3OD) 1.54 (m, 3H), 1.95 (m, 1H), 2.16-2.29 (m, 4H), 2.40 (m, 2H), 2.44 (m, 1H), 3.10 (m, 1H), 3.99 (s, 3H), 5.56 (m, 1H), 6.94 (m, 1H), 7.03 (m, 2H), 7.28-7.39 (m, 8H), 7.93 (m, 1H), 8.28 (m, 1H). Starting materials: C(C)(C)(C)OC(NC(C(=O)C1=CC(=CC=C1)Br)C1=CC(=C(C=C1)Cl)Cl)=O (rac-[2-(3-Bromo-phenyl)-1-(3,4-dichloro-phenyl)-2-oxo-ethyl]-carbamic acid tert-butyl ester), CS(=O)(=O)C=1C=C(C=CC1)B(O)O (3-methylsulfonylphenylboronic acid). The product is C(C)(C)(C)OC(NC(C(=O)C=1C=C(C=CC1)C1=CC(=CC=C1)S(=O)(=O)C)C1=CC(=C(C=C1)Cl)Cl)=O (rac-[1-(3,4-Dichloro-phenyl)-2-(3′-methanesulfonyl-biphenyl-3-yl)-2-oxo-ethyl]-carbamic acid tert-butyl ester). RXN SMILES: [C:1]([O:5][C:6](=[O:26])[NH:7][CH:8]([C:18]1[CH:23]=[CH:22][C:21]([Cl:24])=[C:20]([Cl:25])[CH:19]=1)[C:9]([C:11]1[CH:16]=[CH:15][CH:14]=[C:13](Br)[CH:12]=1)=[O:10])([CH3:4])([CH3:3])[CH3:2].[CH3:27][S:28]([C:31]1[CH:32]=[C:33](B(O)O)[CH:34]=[CH:35][CH:36]=1)(=[O:30])=[O:29]>>[C:1]([O:5][C:6](=[O:26])[NH:7][CH:8]([C:18]1[CH:23]=[CH:22][C:21]([Cl:24])=[C:20]([Cl:25])[CH:19]=1)[C:9]([C:11]1[CH:12]=[C:13]([C:35]2[CH:34]=[CH:33][CH:32]=[C:31]([S:28]([CH3:27])(=[O:30])=[O:29])[CH:36]=2)[CH:14]=[CH:15][CH:16]=1)=[O:10])([CH3:4])([CH3:3])[CH3:2]. Procedure details: The title compound was prepared from rac-[2-(3-Bromo-phenyl)-1-(3,4-dichloro-phenyl)-2-oxo-ethyl]-carbamic acid tert-butyl ester and 3-methylsulfonylphenylboronic acid in analogy to Example 1b): MS (ISP): 551.5 ((M+NH4)+, MS (ISN): 532.2 (M−H)− The reactants are NC(=O)OCC1=CC=C(C=C1)CNC([C@H](NC(C(C1=CC=CC=C1)C1=CC=CC=C1)=O)CCCNC(=N[N+](=O)[O-])N)=O ((R)-N-[[4-(Aminocarbonyloxymethyl)-phenyl]methyl]-N5 -[amino(nitroimino)methyl]-N2 -(diphenylacetyl)ornithinamide), O.O.[Sn](Cl)Cl (tin(II)-chloride-dihydrate). The solvent is C(=O)O (formic acid), C(=O)O (formic acid). Reaction SMILES: [NH2:1][C:2]([O:4][CH2:5][C:6]1[CH:11]=[CH:10][C:9]([CH2:12][NH:13][C:14](=[O:42])[C@@H:15]([CH2:32][CH2:33][CH2:34][NH:35][C:36]([NH2:41])=[N:37][N+]([O-])=O)[NH:16][C:17](=[O:31])[CH:18]([C:25]2[CH:30]=[CH:29][CH:28]=[CH:27][CH:26]=2)[C:19]2[CH:24]=[CH:23][CH:22]=[CH:21][CH:20]=2)=[CH:8][CH:7]=1)=[O:3].[OH2:43].O.[Sn](Cl)Cl>C(O)=O>[NH2:1][C:2]([O:4][CH2:5][C:6]1[CH:11]=[CH:10][C:9]([CH2:12][NH:13][C:14](=[O:42])[C@@H:15]([CH2:32][CH2:33][CH2:34][NH:35][C:36](=[NH:37])[NH2:41])[NH:16][C:17](=[O:31])[CH:18]([C:19]2[CH:20]=[CH:21][CH:22]=[CH:23][CH:24]=2)[C:25]2[CH:30]=[CH:29][CH:28]=[CH:27][CH:26]=2)=[CH:8][CH:7]=1)=[O:3].[C:17]([O-:31])(=[O:43])[CH3:18] |f:1.2.3,5.6|. The product is NC(=O)OCC1=CC=C(C=C1)CNC([C@H](NC(C(C1=CC=CC=C1)C1=CC=CC=C1)=O)CCCNC(N)=N)=O.C(C)(=O)[O-] ((R)-N-[[4-(Aminocarbonyloxymethyl)phenyl]methyl]-N2 -(diphenylacetyl)-argininamide acetate). Procedure details: 0.7 g (1.216 mMol) of (R)-N-[[4-(Aminocarbonyloxymethyl)-phenyl]methyl]-N5 -[amino(nitroimino)methyl]-N2 -(diphenylacetyl)ornithinamide were dissolved in 50 ml of 60% aqueous formic acid, mixed with 2.7 g (11.97 mMol) of tin(II)-chloride-dihydrate and heated to +50° C. for 10 minutes. 20 ml of formic acid were added and the mixture was maintained at +50° C. for a further 72 hours. It was evaporated down in vacuo. the residue was taken up in methanol and filtered to remove the insoluble matter. I...